This data is from the Open Reaction Database (ORD), a public repository of structured organic reaction records. The task is: describe an organic reaction: reactants, conditions, products, and yield Reactants: BrC1=C(C=C(C#N)C=C1)Cl (4-bromo-3-chlorobenzonitrile), [Cl-].C(C)(C)(C)OC(C[Zn+])=O ((2-(tert-butoxy)-2-oxoethyl)zinc(II) chloride), C1(CCCCC1)P(C1=C(C=CC=C1)C=1C(=CC=CC1)N(C)C)C1CCCCC1 (2′-(dicyclohexylphosphino)-N,N-dimethyl-[1,1′-biphenyl]-2-amine). Reagents/catalysts: C=1C=CC(=CC1)/C=C/C(=O)/C=C/C2=CC=CC=C2.C=1C=CC(=CC1)/C=C/C(=O)/C=C/C2=CC=CC=C2.[Pd] (Pd(dba)2). Run in C1CCOC1 (THF). Run at temperature 65 celsius. Yields the product ClC1=C(C=CC(=C1)C#N)CC(=O)OC(C)(C)C (tert-butyl 2-(2-chloro-4-cyanophenyl)acetate). The yield is 39.3%. RXN SMILES: Br[C:2]1[CH:9]=[CH:8][C:5]([C:6]#[N:7])=[CH:4][C:3]=1[Cl:10].[Cl-].[C:12]([O:16][C:17](=[O:20])[CH2:18][Zn+])([CH3:15])([CH3:14])[CH3:13].C1(P(C2CCCCC2)C2C=CC=CC=2C2C(N(C)C)=CC=CC=2)CCCCC1>C1COCC1.C1C=CC(/C=C/C(/C=C/C2C=CC=CC=2)=O)=CC=1.C1C=CC(/C=C/C(/C=C/C2C=CC=CC=2)=O)=CC=1.[Pd]>[Cl:10][C:3]1[CH:4]=[C:5]([C:6]#[N:7])[CH:8]=[CH:9][C:2]=1[CH2:18][C:17]([O:16][C:12]([CH3:15])([CH3:14])[CH3:13])=[O:20] |f:1.2,5.6.7|. Procedure details: Combined 4-bromo-3-chlorobenzonitrile (0.600 g, 2.77 mmol) and (2-(tert-butoxy)-2-oxoethyl)zinc(II) chloride (8.32 mL, 4.16 mmol) in THF (5.54 mL), then Pd(dba)2 (0.080 g, 0.139 mmol) and 2′-(dicyclohexylphosphino)-N,N-dimethyl-[1,1′-biphenyl]-2-amine (0.109 g, 0.277 mmol) were added and the reaction was refluxed overnight at 65° C. The reaction was concentrated by rotary evaporation and purified on a silica gel column eluting with hexanes and EtOAc to give the title compound (274 mg, 39%) as a ... Reactants: O (water), BrC=1C=CC2=C(C=C(CCN2)C(=O)OC)C1 (methyl 7-bromo-2,3-dihydro-1-benzazepine-4-carboxylate), N1=CC=CC=C1 (pyridine), S1C(=CC=C1)Cl (2-thienyl chloride). The solvent is O1CCCC1 (tetrahydrofuran). Conditions: temperature 78 celsius. Yields the product BrC=1C=CC2=C(C=C(CCN2C(=O)C=2SC=CC2)C(=O)OC)C1 (methyl 7-bromo-1-(2-thienylcarbonyl)-2,3-dihydro-1-benzazepine-4-carboxylate). RXN SMILES: [Br:1][C:2]1[CH:3]=[CH:4][C:5]2[NH:11][CH2:10][CH2:9][C:8]([C:12]([O:14][CH3:15])=[O:13])=[CH:7][C:6]=2[CH:16]=1.N1[CH:22]=[CH:21][CH:20]=[CH:19][CH:18]=1.[S:23]1C=CC=C1Cl.[OH2:29]>O1CCCC1>[Br:1][C:2]1[CH:3]=[CH:4][C:5]2[N:11]([C:18]([C:19]3[S:23][CH:22]=[CH:21][CH:20]=3)=[O:29])[CH2:10][CH2:9][C:8]([C:12]([O:14][CH3:15])=[O:13])=[CH:7][C:6]=2[CH:16]=1. Procedure details: To a solution of methyl 7-bromo-2,3-dihydro-1-benzazepine-4-carboxylate (200 mg) and pyridine (123 mg) in tetrahydrofuran (10 ml) was added 2-thienyl chloride (208 mg) at 0° C., and the mixture was heated at 78° C. overnight. After allowing to cool, to the mixture was added water, and the mixture was extracted with ethyl acetate. The organic layer was washed with water and saturated brine and dried with magnesium sulfate. The solvent was evaporated, which was recrystallized from hexane-ethyl ace... Reactants: C(C)(=O)OC1=CC=C(C(=O)Cl)C=C1 (4-acetoxybenzoic chloride), NC1=C(C=CC(=C1)CCCCCCCC)O (2-amino-4-octylphenol), O1CCOCC1 (dioxane), ice water. Run in N1=CC=CC=C1 (pyridine). Product: C(C)(=O)OC1=CC=C(C(=O)NC2=C(C=CC(=C2)CCCCCCCC)O)C=C1 (2-(4-acetoxybenzoylamino)-4-octylphenol). Isolated yield 70.8%. Reaction SMILES: [C:1]([O:4][C:5]1[CH:13]=[CH:12][C:8]([C:9](Cl)=[O:10])=[CH:7][CH:6]=1)(=[O:3])[CH3:2].[NH2:14][C:15]1[CH:20]=[C:19]([CH2:21][CH2:22][CH2:23][CH2:24][CH2:25][CH2:26][CH2:27][CH3:28])[CH:18]=[CH:17][C:16]=1[OH:29].O1CCOCC1>N1C=CC=CC=1>[C:1]([O:4][C:5]1[CH:13]=[CH:12][C:8]([C:9]([NH:14][C:15]2[CH:20]=[C:19]([CH2:21][CH2:22][CH2:23][CH2:24][CH2:25][CH2:26][CH2:27][CH3:28])[CH:18]=[CH:17][C:16]=2[OH:29])=[O:10])=[CH:7][CH:6]=1)(=[O:3])[CH3:2]. Reported procedure: In a 100 ml round-bottom flask, the resultant 4-acetoxybenzoic chloride, 3.10 g (15.1 m mole) of 2-amino-4-octylphenol and 40 ml of dioxane were placed and heated to keep inner temperature 85 to 88.5° C. To the mixture, 5.5 ml of pyridine was added dropwise under stirring, followed by heating and stirring for 20 minutes at 85 to 88.5° C. After the reaction, the reaction mixture was cooled with ice and poured into ca. 200 ml of ice water to precipitate a crystal. The crystal was filtered, washed ... Starting materials: NC1=NC(=NS1)C(Cl)(Cl)Cl (5-amino-3-trichloromethyl-1,2,4-thiadiazole), [N+](=O)([O-])C1=CC=C(C(=O)Cl)C=C1 (4-nitrobenzoyl chloride). The solvent is C1(=CC=CC=C1)C (toluene). Product: [N+](=O)([O-])C1=CC=C(C(=O)NC2=NC(=NS2)C(Cl)(Cl)Cl)C=C1 (5-(4-Nitrobenzamido)-3-Trichloromethyl-1,2,4-Thiadiazole). Yield: 73.5%. Reaction SMILES: [NH2:1][C:2]1[S:6][N:5]=[C:4]([C:7]([Cl:10])([Cl:9])[Cl:8])[N:3]=1.[N+:11]([C:14]1[CH:22]=[CH:21][C:17]([C:18](Cl)=[O:19])=[CH:16][CH:15]=1)([O-:13])=[O:12]>C1(C)C=CC=CC=1>[N+:11]([C:14]1[CH:15]=[CH:16][C:17]([C:18]([NH:1][C:2]2[S:6][N:5]=[C:4]([C:7]([Cl:10])([Cl:9])[Cl:8])[N:3]=2)=[O:19])=[CH:21][CH:22]=1)([O-:13])=[O:12]. Procedure: A solution of 10.9 g (0.05 mole) 5-amino-3-trichloromethyl-1,2,4-thiadiazole and 10.2 g (0.055 mole) 4-nitrobenzoyl chloride in 200 ml toluene was heated at reflux for 20 hours. Upon cooling to room temperature, the crude product precipitated from the reaction mixture and was isolated by filtration. After washing with hexane, 13.5 g (73% yield) of pure product was obtained; m.p. 214° C. Starting materials: ClC1=CC=C(C=C1)C=1N(C=C(N1)C(=O)C1=CC=C(C=C1)F)S(=O)(=O)C1=CC=CC=C1 ((2-(4-chlorophenyl)-1-(phenylsulfonyl)-1H-imidazol-4-yl)(4-fluorophenyl)methanone), [F-].C(CCC)[N+](CCCC)(CCCC)CCCC (tetrabutyl ammonium fluoride), C(=O)(O)[O-].[Na+] (NaHCO3). Run in C1CCOC1 (THF). Run at time 8 hour. Yields the product ClC1=CC=C(C=C1)C=1NC=C(N1)C(=O)C1=CC=C(C=C1)F ((2-(4-Chlorophenyl)-1H-imidazol-4-yl)(4-fluorophenyl)methanone). Isolated yield 83.7%. RXN SMILES: [Cl:1][C:2]1[CH:7]=[CH:6][C:5]([C:8]2[N:9](S(C3C=CC=CC=3)(=O)=O)[CH:10]=[C:11]([C:13]([C:15]3[CH:20]=[CH:19][C:18]([F:21])=[CH:17][CH:16]=3)=[O:14])[N:12]=2)=[CH:4][CH:3]=1.[F-].C([N+](CCCC)(CCCC)CCCC)CCC.C([O-])(O)=O.[Na+]>C1COCC1>[Cl:1][C:2]1[CH:3]=[CH:4][C:5]([C:8]2[NH:9][CH:10]=[C:11]([C:13]([C:15]3[CH:20]=[CH:19][C:18]([F:21])=[CH:17][CH:16]=3)=[O:14])[N:12]=2)=[CH:6][CH:7]=1 |f:1.2,3.4|. Reported procedure: To a solution of (2-(4-chlorophenyl)-1-(phenylsulfonyl)-1H-imidazol-4-yl)(4-fluorophenyl)methanone (11fb, 440 mg, 1.0 mmol) in THF (12.0 mL) was added 1.0 M tetrabutyl ammonium fluoride (2.0 mL, 2.0 mmol) and stirred overnight. The reaction mixture was diluted by 20 mL of saturated NaHCO3 solution (aqueous) and extracted by ethyl acetate (60 mL). The organic layer was dried over magnesium sulfate and concentrated. The residue was recrystallized from water and methanol to give a white solid. Yiel... Procedure details: In 6 ml of ethanol was suspended 0.50 g of 2-(7-acetamido-3,4-dihydro-2,2-dimethyl-6-nitro-2H-1,4-benzoxazin-4-yl)pyridine-N-oxide followed by addition of 6 ml of 5 N hydrochloric acid, and the mixture was stirred at 100° C. for 2 hours. The reaction mixture was poured into ice-water, neutralized with excess sodium hydrogen carbonate, and extracted with chloroform. The organic layer was dried over anhydrous magnesium sulfate and the solvent was distilled off. The-resulting residue was recrystall... Run at temperature 100 celsius, time 2 hour. Solvent: C(C)O (ethanol). The reactants are C(C)(=O)NC1=CC2=C(N(CC(O2)(C)C)C2=[N+](C=CC=C2)[O-])C=C1[N+](=O)[O-] (2-(7-acetamido-3,4-dihydro-2,2-dimethyl-6-nitro-2H-1,4-benzoxazin-4-yl)pyridine-N-oxide), C(O)([O-])=O.[Na+] (sodium hydrogen carbonate), Cl (hydrochloric acid), ice water. Product: NC1=CC2=C(N(CC(O2)(C)C)C2=[N+](C=CC=C2)[O-])C=C1[N+](=O)[O-] (2-(7-amino-3,4-dihydro-2,2-dimethyl-6-nitro-2H-1,4-benzoxazin-4-yl)pyridine N-oxide). The yield is 81.3%. Reaction SMILES: C([NH:4][C:5]1[C:23]([N+:24]([O-:26])=[O:25])=[CH:22][C:8]2[N:9]([C:15]3[CH:20]=[CH:19][CH:18]=[CH:17][N+:16]=3[O-:21])[CH2:10][C:11]([CH3:14])([CH3:13])[O:12][C:7]=2[CH:6]=1)(=O)C.Cl.C(=O)([O-])O.[Na+]>C(O)C>[NH2:4][C:5]1[C:23]([N+:24]([O-:26])=[O:25])=[CH:22][C:8]2[N:9]([C:15]3[CH:20]=[CH:19][CH:18]=[CH:17][N+:16]=3[O-:21])[CH2:10][C:11]([CH3:13])([CH3:14])[O:12][C:7]=2[CH:6]=1 |f:2.3|. Starting materials: CC1(C=2C=CC(=CC2C(CC1)(C)C)C=1N=C(SC1)N1CC(CCC1)N)C (1-[4(5,5,8,8-tetramethyl-5,6,7,8-tetrahydronaphthalen-2-yl)thiazol-2-yl]piperidin-3-ylamine), ClCCCO (3-chloropropan-1-ol), Cl (hydrochloride). The product is CC1(C=2C=CC(=CC2C(CC1)(C)C)C=1N=C(SC1)N1CC(CCC1)NCCCO)C (3-{1-[4-(5,5,8,8-tetramethyl-5,6,7,8-tetrahydronaphthalen-2-yl)thiazol-2-yl]piperidin-3-ylamino}propan-1-ol). Reaction SMILES: [CH3:1][C:2]1([CH3:26])[CH2:11][CH2:10][C:9]([CH3:13])([CH3:12])[C:8]2[CH:7]=[C:6]([C:14]3[N:15]=[C:16]([N:19]4[CH2:24][CH2:23][CH2:22][CH:21]([NH2:25])[CH2:20]4)[S:17][CH:18]=3)[CH:5]=[CH:4][C:3]1=2.Cl[CH2:28][CH2:29][CH2:30][OH:31].Cl>>[CH3:1][C:2]1([CH3:26])[CH2:11][CH2:10][C:9]([CH3:12])([CH3:13])[C:8]2[CH:7]=[C:6]([C:14]3[N:15]=[C:16]([N:19]4[CH2:24][CH2:23][CH2:22][CH:21]([NH:25][CH2:28][CH2:29][CH2:30][OH:31])[CH2:20]4)[S:17][CH:18]=3)[CH:5]=[CH:4][C:3]1=2. Reported procedure: The preparation is carried out as described starting from 50 mg (0.11 mmol) of 1-[4(5,5,8,8-tetramethyl-5,6,7,8-tetrahydronaphthalen-2-yl)thiazol-2-yl]piperidin-3-ylamine and 14 μl (0.16 mmol) of 3-chloropropan-1-ol. The product is in the form of the hydrochloride. Reactants: NC1=CC=C2C=CC(=NC2=C1)C (7-amino-2-methylquinoline), N1=C(C=CC=C1)C1=CC=C(C(=O)O)C=C1 (4-(2-pyridyl)benzoic acid). Product: CC1=NC2=CC(=CC=C2C=C1)NC(C1=CC=C(C=C1)C1=NC=CC=C1)=O (N-(2-Methylquinolin-7-yl)-4-(2-pyridyl)benzamide). RXN SMILES: [NH2:1][C:2]1[CH:11]=[C:10]2[C:5]([CH:6]=[CH:7][C:8]([CH3:12])=[N:9]2)=[CH:4][CH:3]=1.[N:13]1[CH:18]=[CH:17][CH:16]=[CH:15][C:14]=1[C:19]1[CH:27]=[CH:26][C:22]([C:23](O)=[O:24])=[CH:21][CH:20]=1>>[CH3:12][C:8]1[CH:7]=[CH:6][C:5]2[C:10](=[CH:11][C:2]([NH:1][C:23](=[O:24])[C:22]3[CH:26]=[CH:27][C:19]([C:14]4[CH:15]=[CH:16][CH:17]=[CH:18][N:13]=4)=[CH:20][CH:21]=3)=[CH:3][CH:4]=2)[N:9]=1. Reported procedure: Using the procedure outlined in Example 56, the title compound was prepared from 7-amino-2-methylquinoline (D66) (33 mg, 0.21 mmol) and 4-(2-pyridyl)benzoic acid (D67) (50 mg, 0.25 mmol) as a white solid. MS (ES): MH+ 340, M-H+ 338.